From a dataset of the Open Reaction Database (ORD), a public repository of structured organic reaction records. describe an organic reaction: reactants, conditions, products, and yield The reactants are O (water), C(#N)CCCC(C(=O)OCC)C(=O)OCC (diethyl 2-(3-cyanopropyl)malonate), [H-].[H-].[H-].[H-].[Li+].[Al+3] (LiAlH4), [H-] (hydride). Run in C(C)OCC (diethyl ether). Yields the product NCCCCC(CO)CO (2-(4-aminobutyl)-1,3-propanediol). RXN SMILES: [C:1]([CH2:3][CH2:4][CH2:5][CH:6]([C:12](OCC)=[O:13])[C:7](OCC)=[O:8])#[N:2].[H-].[H-].[H-].[H-].[Li+].[Al+3].[H-].O>C(OCC)C>[NH2:2][CH2:1][CH2:3][CH2:4][CH2:5][CH:6]([CH2:12][OH:13])[CH2:7][OH:8] |f:1.2.3.4.5.6|. Reported procedure: 6 g of diethyl 2-(3-cyanopropyl)malonate are added dropwise, at -10° C., to a suspension of 3 g of LiAlH4 in 100 ml of dry diethyl ether under N2. The mixture is slowly warmed to room temperature and then refluxed for 3 h. After renewed cooling to -10° C., the excess hydride is decomposed with water. The precipitate is removed on a frit and washed several times with diethyl ether. The ether solution is dried over MgSO4, filtered and evaporated in a rotary evaporator. Yield 0.66 g of 2-(4-aminobu...